Dataset: the Open Reaction Database (ORD), a public repository of structured organic reaction records. Task: describe an organic reaction: reactants, conditions, products, and yield Reactants: COC(=O)c1cc(OC)c(OCCCCl)cc1[N+](=O)[O-], CO, [Cl-], [Fe], [NH4+], O. The product is COC(=O)c1cc(OC)c(OCCCCl)cc1N. Reaction SMILES: [CH3:1][O:2][C:3]([c:4]1[c:5]([N+:17]([O-:18])=[O:19])[cH:6][c:7]([O:12][CH2:13][CH2:14][CH2:15][Cl:16])[c:8]([O:10][CH3:11])[cH:9]1)=[O:20].[CH3:25][OH:26].[Cl-:21].[Fe:24].[NH4+:22].[OH2:23]>>[CH3:1][O:2][C:3]([c:4]1[c:5]([NH2:17])[cH:6][c:7]([O:12][CH2:13][CH2:14][CH2:15][Cl:16])[c:8]([O:10][CH3:11])[cH:9]1)=[O:20]. Starting materials: N#Cc1ccc(Br)cc1Cl, C1COCCO1, CC1(C)OB(c2cncc(C=O)c2)OC1(C)C, [Na+], [Na+], O=C([O-])[O-], c1ccc(P(c2ccccc2)(c2ccccc2)[Pd](P(c2ccccc2)(c2ccccc2)c2ccccc2)(P(c2ccccc2)(c2ccccc2)c2ccccc2)P(c2ccccc2)(c2ccccc2)c2ccccc2)cc1. Yields the product N#Cc1ccc(-c2cncc(C=O)c2)cc1Cl. RXN SMILES: [Br:1][c:2]1[cH:3][c:4]([Cl:10])[c:5]([C:6]#[N:7])[cH:8][cH:9]1.[CH2:34]1[O:35][CH2:36][CH2:37][O:38][CH2:39]1.[CH3:11][C:12]1([CH3:13])[C:14]([CH3:15])([CH3:16])[O:17][B:18]([c:19]2[cH:20][n:21][cH:22][c:23]([CH:24]=[O:25])[cH:26]2)[O:27]1.[Na+:28].[Na+:29].[O-:30][C:31](=[O:32])[O-:33].[cH:40]1[cH:41][cH:42][c:43]([P:44]([Pd:45]([P:46]([c:47]2[cH:48][cH:49][cH:50][cH:51][cH:52]2)([c:53]2[cH:54][cH:55][cH:56][cH:57][cH:58]2)[c:59]2[cH:60][cH:61][cH:62][cH:63][cH:64]2)([P:65]([c:66]2[cH:67][cH:68][cH:69][cH:70][cH:71]2)([c:72]2[cH:73][cH:74][cH:75][cH:76][cH:77]2)[c:78]2[cH:79][cH:80][cH:81][cH:82][cH:83]2)[P:84]([c:85]2[cH:86][cH:87][cH:88][cH:89][cH:90]2)([c:91]2[cH:92][cH:93][cH:94][cH:95][cH:96]2)[c:97]2[cH:98][cH:99][cH:100][cH:101][cH:102]2)([c:103]2[cH:104][cH:105][cH:106][cH:107][cH:108]2)[c:109]2[cH:110][cH:111][cH:112][cH:113][cH:114]2)[cH:115][cH:116]1>>[c:2]1(-[c:19]2[cH:20][n:21][cH:22][c:23]([CH:24]=[O:25])[cH:26]2)[cH:3][c:4]([Cl:10])[c:5]([C:6]#[N:7])[cH:8][cH:9]1. Starting materials: Cl.COC=1C=C(C=CC1OC)C1(S(CCCS1(=O)=O)(=O)=O)CCCN(CCC1=CC=C(C=C1)C)C (2-(3,4-dimethoxyphenyl)-N-methyl-N-(p-methylphenethyl)-m-dithiane-2-propylamine-1,1,3,3-tetraoxide hydrochloride). Solvent: CC(=O)C.C(C)(=O)OCC (acetone ethyl acetate). The product is COC=1C=C(C=CC1OC)C1(S(CCCS1(=O)=O)(=O)=O)CCCNCCCCC1=CC(=C(C=C1)OC)OC (2-(3,4-dimethoxyphenyl)-N-[4-(3,4-dimethoxyphenyl)-butyl]-m-dithiane-2-propylamine-1,1,3,3-tetraoxide). As a reaction SMILES: Cl.[CH3:2][O:3][C:4]1[CH:5]=[C:6]([C:12]2([CH2:22][CH2:23][CH2:24][N:25]([CH3:35])CCC3C=CC(C)=CC=3)[S:17](=[O:19])(=[O:18])[CH2:16][CH2:15][CH2:14][S:13]2(=[O:21])=[O:20])[CH:7]=[CH:8][C:9]=1[O:10][CH3:11]>CC(C)=O.C(OCC)(=O)C>[CH3:2][O:3][C:4]1[CH:5]=[C:6]([C:12]2([CH2:22][CH2:23][CH2:24][NH:25][CH2:35][CH2:23][CH2:22][CH2:12][C:6]3[CH:7]=[CH:8][C:9]([O:10][CH3:11])=[C:4]([O:3][CH3:2])[CH:5]=3)[S:13](=[O:20])(=[O:21])[CH2:14][CH2:15][CH2:16][S:17]2(=[O:19])=[O:18])[CH:7]=[CH:8][C:9]=1[O:10][CH3:11] |f:0.1,2.3|. Procedure: 2-(3,4-dimethoxyphenyl)-N-methyl-N-(p-methylphenethyl)-m-dithiane-2-propylamine-1,1,3,3-tetraoxide hydrochloride of melting point 169°-171° C (from acetone/ethyl acetate). The reactants are C[C@H]1N(C(OC1)=O)C1=CC=C(C(=O)O)C=C1 ((R)-4-(4-methyl-2-oxooxazolidin-3-yl)benzoic acid), Cl.C(C)C=1C(=NC=C(C1)C)N1CCNCC1 (1-(3-ethyl-5-methylpyridin-2-yl)piperazine hydrochloride). Yields the product Cl.C(C)C=1C(=NC=C(C1)C)N1CCN(CC1)C(=O)C1=CC=C(C=C1)N1C(OC[C@H]1C)=O ((R)-3-{4-[4-(3-ethyl-5-methylpyridin-2-yl)piperazine-1-carbonyl]phenyl}-4-methyloxazolidin-2-one hydrochloride). Isolated yield 66.8%. RXN SMILES: [CH3:1][C@@H:2]1[CH2:6][O:5][C:4](=[O:7])[N:3]1[C:8]1[CH:16]=[CH:15][C:11]([C:12]([OH:14])=O)=[CH:10][CH:9]=1.[ClH:17].[CH2:18]([C:20]1[C:21]([N:27]2[CH2:32][CH2:31][NH:30][CH2:29][CH2:28]2)=[N:22][CH:23]=[C:24]([CH3:26])[CH:25]=1)[CH3:19]>>[ClH:17].[CH2:18]([C:20]1[C:21]([N:27]2[CH2:28][CH2:29][N:30]([C:12]([C:11]3[CH:10]=[CH:9][C:8]([N:3]4[C@H:2]([CH3:1])[CH2:6][O:5][C:4]4=[O:7])=[CH:16][CH:15]=3)=[O:14])[CH2:31][CH2:32]2)=[N:22][CH:23]=[C:24]([CH3:26])[CH:25]=1)[CH3:19] |f:1.2,3.4|. Procedure details: By reaction and treatment in the same manner as in Example 87 and using (R)-4-(4-methyl-2-oxooxazolidin-3-yl)benzoic acid (332 mg) described in Preparation Example 37 and 1-(3-ethyl-5-methylpyridin-2-yl)piperazine hydrochloride (363 mg) described in Preparation Example 54, the title compound (446 mg) was obtained. Starting materials: BrC=1C=CC2=C(C(C=3C(=NC=C(C3)Cl)C=C2)=O)C1 (7-bromo-3-chloro-5H-benzo[4,5]cyclohepta[1,2-b]pyridin-5-one), O1[C@@H](COCC1)CN(S(=O)(=O)N)C ({[((2R)1,4-dioxan-2-ylmethyl)(methyl)amino]-sulfonyl}amine), CC(C)([O-])C.[Na+] (sodium tert-butoxide), CC1(C2=C(C(=CC=C2)P(C3=CC=CC=C3)C4=CC=CC=C4)OC5=C(C=CC=C51)P(C6=CC=CC=C6)C7=CC=CC=C7)C (Xantphos). Reagents/catalysts: C=1C=CC(=CC1)/C=C/C(=O)/C=C/C2=CC=CC=C2.C=1C=CC(=CC1)/C=C/C(=O)/C=C/C2=CC=CC=C2.C=1C=CC(=CC1)/C=C/C(=O)/C=C/C2=CC=CC=C2.[Pd].[Pd] (Pd2(dba)3). Solvent: O (water), C1(=CC=CC=C1)C (toluene). Conditions: temperature 60 celsius. Product: ClC=1C=C2C(=NC1)C=CC1=C(C2=O)C=C(C=C1)NS(=O)(=O)N(C)C[C@H]1OCCOC1 (N′-(3-chloro-5-oxo-5H-benzo[4,5]cyclohepta[1,2-b]pyridin-7-yl)-N-[(2R)-1,4-dioxan-2-ylmethyl]-N-methylsulfamide). As a reaction SMILES: Br[C:2]1[CH:3]=[CH:4][C:5]2[CH:16]=[CH:15][C:9]3=[N:10][CH:11]=[C:12]([Cl:14])[CH:13]=[C:8]3[C:7](=[O:17])[C:6]=2[CH:18]=1.[O:19]1[CH2:24][CH2:23][O:22][CH2:21][C@H:20]1[CH2:25][N:26]([CH3:31])[S:27]([NH2:30])(=[O:29])=[O:28].CC(C)([O-])C.[Na+].CC1(C)C2C(=C(P(C3C=CC=CC=3)C3C=CC=CC=3)C=CC=2)OC2C(P(C3C=CC=CC=3)C3C=CC=CC=3)=CC=CC1=2>C1(C)C=CC=CC=1.C1C=CC(/C=C/C(/C=C/C2C=CC=CC=2)=O)=CC=1.C1C=CC(/C=C/C(/C=C/C2C=CC=CC=2)=O)=CC=1.C1C=CC(/C=C/C(/C=C/C2C=CC=CC=2)=O)=CC=1.[Pd].[Pd].O>[Cl:14][C:12]1[CH:13]=[C:8]2[C:7](=[O:17])[C:6]3[CH:18]=[C:2]([NH:30][S:27]([N:26]([CH2:25][C@@H:20]4[CH2:21][O:22][CH2:23][CH2:24][O:19]4)[CH3:31])(=[O:28])=[O:29])[CH:3]=[CH:4][C:5]=3[CH:16]=[CH:15][C:9]2=[N:10][CH:11]=1 |f:2.3,6.7.8.9.10|. Procedure: A stirred solution of 7-bromo-3-chloro-5H-benzo[4,5]cyclohepta[1,2-b]pyridin-5-one (10 g, 1.0 equiv), {[((2R)1,4-dioxan-2-ylmethyl)(methyl)amino]-sulfonyl}amine (6.9 g, 1.05 equiv), sodium tert-butoxide (6.6 g, 2.2 equiv), Pd2(dba)3 (0.29 g, 0.01 equiv), and Xantphos (0.36 g, 0.02 equiv) in toluene (250 mL) was thoroughly de-gassed, and then put under a nitrogen atmosphere. The resulting reaction mixture was then heated to 60° C., and left to age at this temperature until the reaction was comple...